Dataset: the Open Reaction Database (ORD), a public repository of structured organic reaction records. Task: describe an organic reaction: reactants, conditions, products, and yield Reactants: CN(C1=CC(=C(C(=O)C2=C(C(=O)O)C=CC=C2)C=C1)C)C (2-[4-(dimethylamino)-2-methylbenzoyl]benzoic acid), CCCCCCCCC1=CC=C(C=C1)NC2=CC=C(C=C2)CCCCCCCC (4,4'-dioctyldiphenylamine). Product: CN(C1=CC(=C(C=C1)C1(OC(=O)C2=CC=CC=C12)N(C1=CC=C(C=C1)CCCCCCCC)C1=CC=C(C=C1)CCCCCCCC)C)C (3-[4-(dimethylamino)-2-methylphenyl]-3-[bis(4-octylphenyl)amino]phthalide). Isolated yield 46.8%. RXN SMILES: [CH3:1][N:2]([CH3:21])[C:3]1[CH:19]=[CH:18][C:6]([C:7]([C:9]2[CH:17]=[CH:16][CH:15]=[CH:14][C:10]=2[C:11]([OH:13])=O)=[O:8])=[C:5]([CH3:20])[CH:4]=1.[CH3:22][CH2:23][CH2:24][CH2:25][CH2:26][CH2:27][CH2:28][CH2:29][C:30]1[CH:35]=[CH:34][C:33]([NH:36][C:37]2[CH:42]=[CH:41][C:40]([CH2:43][CH2:44][CH2:45][CH2:46][CH2:47][CH2:48][CH2:49][CH3:50])=[CH:39][CH:38]=2)=[CH:32][CH:31]=1>>[CH3:21][N:2]([CH3:1])[C:3]1[CH:19]=[CH:18][C:6]([C:7]2([N:36]([C:37]3[CH:38]=[CH:39][C:40]([CH2:43][CH2:44][CH2:45][CH2:46][CH2:47][CH2:48][CH2:49][CH3:50])=[CH:41][CH:42]=3)[C:33]3[CH:32]=[CH:31][C:30]([CH2:29][CH2:28][CH2:27][CH2:26][CH2:25][CH2:24][CH2:23][CH3:22])=[CH:35][CH:34]=3)[C:9]3[C:10](=[CH:14][CH:15]=[CH:16][CH:17]=3)[C:11](=[O:13])[O:8]2)=[C:5]([CH3:20])[CH:4]=1. Procedure details: Following a procedure similar to that described in Example 1 but employing 5.7 g of 2-[4-(dimethylamino)-2-methylbenzoyl]benzoic acid and 8.0 g of 4,4'-dioctyldiphenylamine there was obtained 6.2 g of 3-[4-(dimethylamino)-2-methylphenyl]-3-[bis(4-octylphenyl)amino]phthalide, m.p. 172°-174° C. A toluene solution of the product contacted with acidic clay or phenolic resin developed a red-colored image. Starting materials: C[SiH](C)OCC(C(CN1C(=O)c2ccccc2C1=O)C(=O)OCc1ccccc1)C(C)(C)C, CCO, NN, O. Yields the product C[SiH](C)OCC(C(CN)C(=O)OCc1ccccc1)C(C)(C)C. RXN SMILES: [CH2:1]([c:2]1[cH:3][cH:4][cH:5][cH:6][cH:7]1)[O:8][C:9]([CH:10]([CH2:11][N:12]1[C:13](=[O:14])[c:15]2[cH:16][cH:17][cH:18][cH:19][c:20]2[C:21]1=[O:22])[CH:23]([CH2:24][O:25][SiH:26]([CH3:27])[CH3:28])[C:29]([CH3:30])([CH3:31])[CH3:32])=[O:33].[CH3:37][CH2:38][OH:39].[NH2:35][NH2:36].[OH2:34]>>[CH2:1]([c:2]1[cH:3][cH:4][cH:5][cH:6][cH:7]1)[O:8][C:9]([CH:10]([CH2:11][NH2:12])[CH:23]([CH2:24][O:25][SiH:26]([CH3:27])[CH3:28])[C:29]([CH3:30])([CH3:31])[CH3:32])=[O:33]. Reactants: O=C([O-])[O-], [K+], [K+], Nc1ccccc1CCO, c1ccc2[nH]ccc2c1. The product is c1ccc2c(c1)CCN2. RXN SMILES: [C:11](=[O:12])([O-:13])[O-:14].[K+:15].[K+:16].[NH2:1][c:2]1[c:3]([CH2:8][CH2:9][OH:10])[cH:4][cH:5][cH:6][cH:7]1.[nH:17]1[c:18]2[c:19]([cH:20][cH:21][cH:22][cH:23]2)[cH:24][cH:25]1>>[NH:1]1[c:2]2[c:3]([cH:4][cH:5][cH:6][cH:7]2)[CH2:8][CH2:9]1. The product is COc1ccc(-c2ccncc2)cc1CN(C(=O)c1sc2ccccc2c1Cl)C1CCC(N(C)C(=O)OC(C)(C)C)CC1. Reactants: OBO, Brc1ccncc1, COc1ccccc1CN(C(=O)c1sc2ccccc2c1Cl)C1CCC(N(C)C(=O)OC(C)(C)C)CC1, Cl. Reaction SMILES: [BH:1]([OH:2])[OH:3].[Br:42][c:43]1[cH:44][cH:45][n:46][cH:47][cH:48]1.[C:4](=[O:5])([O:6][C:7]([CH3:8])([CH3:9])[CH3:10])[N:11]([CH:12]1[CH2:13][CH2:14][CH:15]([N:18]([C:19](=[O:20])[c:21]2[c:22]([Cl:30])[c:23]3[c:24]([s:25]2)[cH:26][cH:27][cH:28][cH:29]3)[CH2:31][c:32]2[cH:33][cH:34][cH:35][cH:36][c:37]2[O:38][CH3:39])[CH2:16][CH2:17]1)[CH3:40].[ClH:41]>>[C:4](=[O:5])([O:6][C:7]([CH3:8])([CH3:9])[CH3:10])[N:11]([CH:12]1[CH2:13][CH2:14][CH:15]([N:18]([C:19](=[O:20])[c:21]2[c:22]([Cl:30])[c:23]3[c:24]([s:25]2)[cH:26][cH:27][cH:28][cH:29]3)[CH2:31][c:32]2[cH:33][c:34](-[c:43]3[cH:44][cH:45][n:46][cH:47][cH:48]3)[cH:35][cH:36][c:37]2[O:38][CH3:39])[CH2:16][CH2:17]1)[CH3:40]. Starting materials: C1(=CC=C(C=C1)S(=O)[O-])C.[Na+] (sodium p-toluenesulfinate), C(C)N1C(=C(C2=CC=CC=C12)C=O)C (1-ethyl-2-methyl-1H-indole-3-carboxaldehyde). Yields the product C(C)N1C(=CC2=CC=CC=C12)C (1-ethyl-2-methyl-1H-indole). As a reaction SMILES: C1(C)C=CC(S([O-])=O)=CC=1.[Na+].[CH2:12]([N:14]1[C:22]2[C:17](=[CH:18][CH:19]=[CH:20][CH:21]=2)[C:16](C=O)=[C:15]1[CH3:25])[CH3:13]>>[CH2:12]([N:14]1[C:22]2[C:17](=[CH:18][CH:19]=[CH:20][CH:21]=2)[CH:16]=[C:15]1[CH3:25])[CH3:13] |f:0.1|. Procedure: Following a procedure similar to that described in Example 4A but employing 6.5 g. of 85.9% sodium p-toluenesulfinate, 4.6 g. of 1-ethyl-2-methyl-1H-indole-3-carboxaldehyde and 3.8 g. of 1-ethyl-2-methyl-1H-indole there was obtained 4.5 g. of 3-[(1-ethyl-2-methyl-1H-indol-3-yl)(4-methylphenylsulfonyl)methyl]-1-ethyl-2-methyl-1H-indole, m.p. 146°-152° C. The reactants are FC(CNC(=O)C1(C2=CC=CC=C2OC=2C=CC=CC12)CCCCBr)(F)F (9-(4-bromo-butyl)-9H-xanthene-9-carboxylic acid-(2,2,2-trifluoro-ethyl)-amide), N1(CCNCC1)C=1OC2=C(N1)C=CC=C2 (2-(piperazin-1-yl)-benzoxazole). Product: FC(CNC(=O)C1(C2=CC=CC=C2OC=2C=CC=CC12)CCCCN1CCN(CC1)C=1OC2=C(N1)C=CC=C2)(F)F (9-[4-(4-benzoxazol-2-yl-piperazin-1-yl)-butyl]-9H-xanthene-9-carboxylic acid-(2,2,2-trifluoro-ethyl)-amide). RXN SMILES: [F:1][C:2]([F:27])([F:26])[CH2:3][NH:4][C:5]([C:7]1([CH2:21][CH2:22][CH2:23][CH2:24]Br)[C:20]2[CH:19]=[CH:18][CH:17]=[CH:16][C:15]=2[O:14][C:13]2[C:8]1=[CH:9][CH:10]=[CH:11][CH:12]=2)=[O:6].[N:28]1([C:34]2[O:35][C:36]3[CH:42]=[CH:41][CH:40]=[CH:39][C:37]=3[N:38]=2)[CH2:33][CH2:32][NH:31][CH2:30][CH2:29]1>>[F:1][C:2]([F:27])([F:26])[CH2:3][NH:4][C:5]([C:7]1([CH2:21][CH2:22][CH2:23][CH2:24][N:31]2[CH2:32][CH2:33][N:28]([C:34]3[O:35][C:36]4[CH:42]=[CH:41][CH:40]=[CH:39][C:37]=4[N:38]=3)[CH2:29][CH2:30]2)[C:20]2[CH:19]=[CH:18][CH:17]=[CH:16][C:15]=2[O:14][C:13]2[C:8]1=[CH:9][CH:10]=[CH:11][CH:12]=2)=[O:6]. Procedure details: Prepared analogously to Example 2b from 9-(4-bromo-butyl)-9H-xanthene-9-carboxylic acid-(2,2,2-trifluoro-ethyl)-amide and 2-(piperazin-1-yl)-benzoxazole.